describe an organic reaction: reactants, conditions, products, and yield From a dataset of the Open Reaction Database (ORD), a public repository of structured organic reaction records. Starting materials: CCN(C(C)C)C(C)C, ClC(Cl)Cl, Oc1ccc(CCl)c2cccnc12, Cl, c1c[nH]cn1. Product: Oc1ccc(Cn2ccnc2)c2cccnc12. Reaction SMILES: [CH:20]([N:21]([CH:22]([CH3:23])[CH3:24])[CH2:25][CH3:26])([CH3:27])[CH3:28].[Cl:29][CH:30]([Cl:31])[Cl:32].[Cl:2][CH2:3][c:4]1[c:5]2[cH:6][cH:7][cH:8][n:9][c:10]2[c:11]([OH:14])[cH:12][cH:13]1.[ClH:1].[nH:15]1[cH:16][n:17][cH:18][cH:19]1>>[CH2:3]([c:4]1[c:5]2[cH:6][cH:7][cH:8][n:9][c:10]2[c:11]([OH:14])[cH:12][cH:13]1)[n:15]1[cH:16][n:17][cH:18][cH:19]1. The reactants are ClC1=NC=C(C=C1)CNCCCS (N-(2-chloro-5-pyridylmethyl)3-aminopropanethiol), [N+](=O)([O-])C=C(SC)SC (1-nitro-2,2-bis(methylthio)ethylene). The solvent is C(C)O (ethanol). Yields the product ClC1=NC=C(C=C1)CN1C(SCCC1)=C[N+](=O)[O-] (3-(2-chloro-5-pyridylmethyl)-2-nitromethylenetetrahydro-2H-1,3-thiazine). Isolated yield 22.9%. RXN SMILES: [Cl:1][C:2]1[CH:7]=[CH:6][C:5]([CH2:8][NH:9][CH2:10][CH2:11][CH2:12][SH:13])=[CH:4][N:3]=1.[N+:14]([CH:17]=[C:18](SC)SC)([O-:16])=[O:15]>C(O)C>[Cl:1][C:2]1[CH:7]=[CH:6][C:5]([CH2:8][N:9]2[CH2:10][CH2:11][CH2:12][S:13][C:18]2=[CH:17][N+:14]([O-:16])=[O:15])=[CH:4][N:3]=1. Procedure details: A mixture of N-(2-chloro-5-pyridylmethyl)3-aminopropanethiol (4.3 g), 1-nitro-2,2-bis(methylthio)ethylene (3.3 g) and ethanol (40 ml) was heated under reflux for 10 hours in a stream of nitrogen. After the reaction, about 2/3 of ethanol was distilled off under reduced pressure. Ether was added little by little to the reaction mixture to precipitate crystals. The crystals were collected by filtration, and washed with a mixture of ethanol and ether to give the desired 3-(2-chloro-5-pyridylmethyl)-... Starting materials: COC1=CC2=C(N(C(CN(C2)C(C(F)(F)F)=O)=O)C)C=C1[N+](=O)[O-] (7-Methoxy-1-methyl-8-nitro-4-(2,2,2-trifluoro-acetyl)-1,3,4,5-tetrahydro-benzo[e][1,4]diazepin-2-one), N (Ammonia). The solvent is CO (Methanol). Yields the product COC1=CC2=C(N(C(CNC2)=O)C)C=C1[N+](=O)[O-] (7-Methoxy-1-methyl-8-nitro-1,3,4,5-tetrahydro-benzo[e][1,4]diazepin-2-one). The yield is 77.8%. As a reaction SMILES: [CH3:1][O:2][C:3]1[C:21]([N+:22]([O-:24])=[O:23])=[CH:20][C:6]2[N:7]([CH3:19])[C:8](=[O:18])[CH2:9][N:10](C(=O)C(F)(F)F)[CH2:11][C:5]=2[CH:4]=1.N>CO>[CH3:1][O:2][C:3]1[C:21]([N+:22]([O-:24])=[O:23])=[CH:20][C:6]2[N:7]([CH3:19])[C:8](=[O:18])[CH2:9][NH:10][CH2:11][C:5]=2[CH:4]=1. Procedure details: A mixture of 7-Methoxy-1-methyl-8-nitro-4-(2,2,2-trifluoro-acetyl)-1,3,4,5-tetrahydro-benzo[e][1,4]diazepin-2-one (2.86 g, 0.00824 mol) and 7.0 M of Ammonia in Methanol (30 mL) were reacted in an analogous manner to example 736-D to give an oil. 7-Methoxy-1-methyl-8-nitro-1,3,4,5-tetrahydro[e][1,4]diazepin-2-one It was triturated with diethyl ether giving 7-Methoxy-1-methyl-8-nitro-1,3,4,5-tetrahydro-benzo[e][1,4]diazepin-2-one as a tan solid (1.61 g, 77%). Mp145-149° C.; LCMS (m/e) 252 (M+1); 1... Reactants: ClC1=CC(=C(C=C1C#N)C1=NC=CC2=CC(=CC=C12)S(=O)(=O)OC1=C(C(=C(C(=C1F)F)F)F)F)OC (perfluorophenyl 1-(4-chloro-5-cyano-2-methoxyphenyl)isoquinoline-6-sulfonate), C(C)#N (Acetonitrile), S1C(=NN=C1)N (1,3,4-thiadiazol-2-amine), C([O-])([O-])=O.[Cs+].[Cs+] (cesium carbonate). The solvent is CCOC(=O)C (EtOAc), Cl (HCl). Run at time 2 hour. The product is ClC1=CC(=C(C=C1C#N)C1=NC=CC2=CC(=CC=C12)S(=O)(=O)NC=1SC=NN1)OC (1-(4-chloro-5-cyano-2-methoxyphenyl)-N-(1,3,4-thiadiazol-2-yl)isoquinoline-6-sulfonamide). The yield is 53.7%. Reaction SMILES: [Cl:1][C:2]1[C:7]([C:8]#[N:9])=[CH:6][C:5]([C:10]2[C:19]3[C:14](=[CH:15][C:16]([S:20](OC4C(F)=C(F)C(F)=C(F)C=4F)(=[O:22])=[O:21])=[CH:17][CH:18]=3)[CH:13]=[CH:12][N:11]=2)=[C:4]([O:35][CH3:36])[CH:3]=1.[S:37]1[CH:41]=[N:40][N:39]=[C:38]1[NH2:42].C(=O)([O-])[O-].[Cs+].[Cs+].C(#N)C>CCOC(C)=O.Cl>[Cl:1][C:2]1[C:7]([C:8]#[N:9])=[CH:6][C:5]([C:10]2[C:19]3[C:14](=[CH:15][C:16]([S:20]([NH:42][C:38]4[S:37][CH:41]=[N:40][N:39]=4)(=[O:21])=[O:22])=[CH:17][CH:18]=3)[CH:13]=[CH:12][N:11]=2)=[C:4]([O:35][CH3:36])[CH:3]=1 |f:2.3.4|. Procedure: A vial was charged with perfluorophenyl 1-(4-chloro-5-cyano-2-methoxyphenyl)isoquinoline-6-sulfonate (INTERMEDIATE VVVV, 145.2 mg, 0.268 mmol). 1,3,4-thiadiazol-2-amine (32.6 mg, 0.322 mmol), and cesium carbonate (262 mg, 0.805 mmol). Acetonitrile (1342 μl) was added, and the mixture was stirred for 2 h. The mixture was diluted with EtOAc and 0.5 N aq. HCl. The layers were separated, and the aq. layer was extracted with 10% MeOH/EtOAc (2×). The combined organic extracts were dried over sodium su...